Dataset: the Open Reaction Database (ORD), a public repository of structured organic reaction records. Task: describe an organic reaction: reactants, conditions, products, and yield Starting materials: CC(=O)Nc1ccc2cccc(OCCOc3nccnc3N3CCN(C(=O)OC(C)(C)C)CC3)c2n1, ClCCl, O=C(O)C(F)(F)F. The product is CC(=O)Nc1ccc2cccc(OCCOc3nccnc3N3CCNCC3)c2n1. Reaction SMILES: [C:8]([CH3:9])(=[O:10])[NH:11][c:12]1[n:13][c:14]2[c:15]([O:22][CH2:23][CH2:24][O:25][c:26]3[c:27]([N:32]4[CH2:33][CH2:34][N:35]([C:38]([O:39][C:40]([CH3:41])([CH3:42])[CH3:43])=[O:44])[CH2:36][CH2:37]4)[n:28][cH:29][cH:30][n:31]3)[cH:16][cH:17][cH:18][c:19]2[cH:20][cH:21]1.[Cl:45][CH2:46][Cl:47].[F:1][C:2]([F:3])([F:4])[C:5]([OH:6])=[O:7]>>[C:8]([CH3:9])(=[O:10])[NH:11][c:12]1[n:13][c:14]2[c:15]([O:22][CH2:23][CH2:24][O:25][c:26]3[c:27]([N:32]4[CH2:33][CH2:34][NH:35][CH2:36][CH2:37]4)[n:28][cH:29][cH:30][n:31]3)[cH:16][cH:17][cH:18][c:19]2[cH:20][cH:21]1.